This data is from the Open Reaction Database (ORD), a public repository of structured organic reaction records. The task is: describe an organic reaction: reactants, conditions, products, and yield Starting materials: ClCC=1C(=NC(=NC1)C1=CC=C(C=C1)C(F)(F)F)CCOC (5-chloromethyl-4-(2-methoxy-ethyl)-2-(4-trifluoromethyl-phenyl)-pyrimidine), C(C)OC(CN1C=CC2=CC(=CC=C12)O)=O ((5-hydroxy-indol-1-yl)-acetic acid ethyl ester), C([O-])([O-])=O.[Cs+].[Cs+] (cesium carbonate). Solvent: CCOCC (ether), CN(C)C=O (DMF). Reaction conditions: time 3 hour. The product is C(C)OC(CN1C=CC2=CC(=CC=C12)OCC=1C(=NC(=NC1)C1=CC=C(C=C1)C(F)(F)F)CCOC)=O ({5-[4-(2-methoxy-ethyl)-2-(4-trifluoromethyl-phenyl)-pyrimidin-5-ylmethoxy]-indol-1-yl}-acetic acid ethyl ester). The yield is 32.5%. As a reaction SMILES: Cl[CH2:2][C:3]1[C:4]([CH2:19][CH2:20][O:21][CH3:22])=[N:5][C:6]([C:9]2[CH:14]=[CH:13][C:12]([C:15]([F:18])([F:17])[F:16])=[CH:11][CH:10]=2)=[N:7][CH:8]=1.[CH2:23]([O:25][C:26](=[O:38])[CH2:27][N:28]1[C:36]2[C:31](=[CH:32][C:33]([OH:37])=[CH:34][CH:35]=2)[CH:30]=[CH:29]1)[CH3:24].C(=O)([O-])[O-].[Cs+].[Cs+]>CN(C=O)C.CCOCC>[CH2:23]([O:25][C:26](=[O:38])[CH2:27][N:28]1[C:36]2[C:31](=[CH:32][C:33]([O:37][CH2:2][C:3]3[C:4]([CH2:19][CH2:20][O:21][CH3:22])=[N:5][C:6]([C:9]4[CH:14]=[CH:13][C:12]([C:15]([F:18])([F:17])[F:16])=[CH:11][CH:10]=4)=[N:7][CH:8]=3)=[CH:34][CH:35]=2)[CH:30]=[CH:29]1)[CH3:24] |f:2.3.4|. Procedure details: To a solution of 300 mg (0.91 mmol) 5-chloromethyl-4-(2-methoxy-ethyl)-2-(4-trifluoromethyl-phenyl)-pyrimidine and 199 mg (0.91 mmol) (5-hydroxy-indol-1-yl)-acetic acid ethyl ester in 5 ml DMF was added 443 mg (136 mmol) cesium carbonate. The reaction mixture was stirred at RT for 3 h and then taken up in ether, washed with 1N HCl and water. The crude product was purified by chromatography with AcOEt/heptane 1:4 to provide 152 mg of pure {5-[4-(2-methoxy-ethyl)-2-(4-trifluoromethyl-phenyl)-pyrim... Reactants: CC(C)C[Al+]CC(C)C, C1CCOC1, CCOC(=O)Cn1cc([N+](=O)[O-])c(C)n1, [H-], O=C(O)CC(O)(CC(=O)O)C(=O)O. The product is Cc1nn(CCO)cc1[N+](=O)[O-]. RXN SMILES: [CH2:17]([Al+:18][CH2:19][CH:20]([CH3:21])[CH3:22])[CH:23]([CH3:24])[CH3:25].[CH2:39]1[O:40][CH2:41][CH2:42][CH2:43]1.[CH3:1][c:2]1[n:3][n:4]([CH2:10][C:11](=[O:12])[O:13][CH2:14][CH3:15])[cH:5][c:6]1[N+:7](=[O:8])[O-:9].[H-:16].[OH:26][C:27]([CH2:28][C:29]([C:30](=[O:31])[OH:32])([CH2:33][C:34](=[O:35])[OH:36])[OH:37])=[O:38]>>[CH3:1][c:2]1[n:3][n:4]([CH2:10][CH2:11][OH:12])[cH:5][c:6]1[N+:7](=[O:8])[O-:9]. Starting materials: ClC=1C=C(C=CC1Cl)CN1C(=NC2=C1C(CCCC2)C(C(=O)OCC)(C(=O)OCC)C(=O)OCC)C(C)C (Triethyl [3-[(3,4-dichlorophenyl)methyl]-2-(1-methylethyl)-3,4,5,6,7,8-hexahydrocyclohepta[d]imidazol-4-yl]methanetricarboxylate), [OH-].[Na+] (Sodium hydroxide). Solvent: C(C)O (Ethanol). Conditions: time 5 minute. Yields the product N.ClC=1C=C(C=CC1Cl)CN1C(=NC2=C1C(CCCC2)CC(=O)O)C(C)C ([3-[(3,4-dichlorophenyl)methyl]-2-(1-methylethyl)-3,4,5,6,7,8-hexahydrocyclohepta[d]imidazol-4-yl]acetic acid ammonia salt). The yield is 132.9%. As a reaction SMILES: [Cl:1][C:2]1[CH:3]=[C:4]([CH2:9][N:10]2[C:14]3[CH:15]([C:20](C(OCC)=O)(C(OCC)=O)[C:21]([O:23]CC)=[O:22])[CH2:16][CH2:17][CH2:18][CH2:19][C:13]=3[N:12]=[C:11]2[CH:36]([CH3:38])[CH3:37])[CH:5]=[CH:6][C:7]=1[Cl:8].[OH-].[Na+]>C(O)C>[NH3:10].[Cl:1][C:2]1[CH:3]=[C:4]([CH2:9][N:10]2[C:14]3[CH:15]([CH2:20][C:21]([OH:23])=[O:22])[CH2:16][CH2:17][CH2:18][CH2:19][C:13]=3[N:12]=[C:11]2[CH:36]([CH3:38])[CH3:37])[CH:5]=[CH:6][C:7]=1[Cl:8] |f:1.2,4.5|. Reported procedure: A mixture of Intermediate 9 (435 mg) and Sodium hydroxide, 2M aq (2.3 mL) in Ethanol (6 mL) was stirred at RT for 5 mins and then at 80° C. for 3 hr. The solvent was concentrated under vacuum, the residue suspended in acetic acid (6.00 mL) and heated at 120° C. for 2 hr. The solvent was removed under vacuum and the residue was purified by reverse phase chromatography using acetonitrile water with an ammonium carbonate modifier. The desired fractions were combined and concentrated under vacuum to... The product is COC1=NSC2=NC3=C(N21)C=CC=C3 (3-methoxy-1,2,4-thiadiazolo[4,5-a]benzimidazole). Solvent: CO (methanol). Procedure details: To a cooled mixture of 3-bromo-1,2,4-thiadiazolo[4,5-a]benzimidazole (4.55 g, 17.9 mmole) in 50 mL of methanol, sodium methoxide (0.967 g, 17.9 mmole) was added in one portion and stirred for 4 h at room temperature. The reaction mixture was evaporated to dryness under vacuum and the residue was taken-up in ethyl acetate and washed with water. The organic layer was dried with sodium sulfate, filtered and evaporated to yield 3.64 g (94%) of 3-methoxy-1,2,4-thiadiazolo[4,5-a]benzimidazole as colou... The reactants are BrC1=NSC2=NC3=C(N21)C=CC=C3 (3-bromo-1,2,4-thiadiazolo[4,5-a]benzimidazole), C[O-].[Na+] (sodium methoxide). Isolated yield 99.1%. RXN SMILES: Br[C:2]1[N:9]2[C:5](=[N:6][C:7]3[CH:13]=[CH:12][CH:11]=[CH:10][C:8]=32)[S:4][N:3]=1.[CH3:14][O-:15].[Na+]>CO>[CH3:14][O:15][C:2]1[N:9]2[C:5](=[N:6][C:7]3[CH:13]=[CH:12][CH:11]=[CH:10][C:8]=32)[S:4][N:3]=1 |f:1.2|. Conditions: time 4 hour. The reactants are COC1=CC=C(CN(C=2C=C(C=CC2Cl)C(CC(=O)OC(C)(C)C)C2(CC2)C)CC2=CC=C(C=C2)OC)C=C1 (tert-butyl 3-{3-[bis(4-methoxybenzyl)amino]-4-chlorophenyl}-3-(1-methylcyclopropyl)propanoate), target product, ClC=1C(C(=C(C(C1Cl)=O)C#N)C#N)=O (2,3-dichloro-5,6-dicyano-1,4-benzoquinone), C([O-])(O)=O.[Na+] (sodium bicarbonate). The solvent is ClCCl (dichloromethane), O (water). Reaction conditions: time 2 hour. The product is NC=1C=C(C=CC1Cl)C(CC(=O)OC(C)(C)C)C1(CC1)C (tert-Butyl 3-(3-amino-4-chlorophenyl)-3-(1-methylcyclopropyl)propanoate). RXN SMILES: COC1C=CC(C[N:8](CC2C=CC(OC)=CC=2)[C:9]2[CH:10]=[C:11]([CH:16]([C:25]3([CH3:28])[CH2:27][CH2:26]3)[CH2:17][C:18]([O:20][C:21]([CH3:24])([CH3:23])[CH3:22])=[O:19])[CH:12]=[CH:13][C:14]=2[Cl:15])=CC=1.ClC1C(=O)C(C#N)=C(C#N)C(=O)C=1Cl.C(=O)(O)[O-].[Na+]>ClCCl.O>[NH2:8][C:9]1[CH:10]=[C:11]([CH:16]([C:25]2([CH3:28])[CH2:26][CH2:27]2)[CH2:17][C:18]([O:20][C:21]([CH3:23])([CH3:24])[CH3:22])=[O:19])[CH:12]=[CH:13][C:14]=1[Cl:15] |f:2.3|. Procedure details: 159 mg (0.29 mmol) of tert-butyl 3-{3-[bis(4-methoxybenzyl)amino]-4-chlorophenyl}-3-(1-methylcyclopropyl)propanoate were taken up in 7 ml of dichloromethane and 1.2 ml of water. 145 mg (0.64 mmol) of 2,3-dichloro-5,6-dicyano-1,4-benzoquinone (DDQ) were then added, and the reaction solution was stirred at room temperature for 2 h. The reaction mixture was then added to 10 ml of saturated aqueous sodium bicarbonate solution. The phases were separated, and the aqueous phase was then extracted three... The reactants are CC(C)Cc1ccc(C(Cl)c2ccc(CC(C)C)cc2)cc1, CCN(C(C)C)C(C)C, ClCCl, Cl, Nc1cccc(C(=O)c2cn(CCCC(=O)O)c3ccccc23)c1. Product: CC(C)Cc1ccc(C(Nc2cccc(C(=O)c3cn(CCCC(=O)O)c4ccccc34)c2)c2ccc(CC(C)C)cc2)cc1. RXN SMILES: [CH2:25]([CH:26]([CH3:27])[CH3:28])[c:29]1[cH:30][cH:31][c:32]([CH:35]([c:36]2[cH:37][cH:38][c:39]([CH2:42][CH:43]([CH3:44])[CH3:45])[cH:40][cH:41]2)[Cl:46])[cH:33][cH:34]1.[CH:47]([N:48]([CH:49]([CH3:50])[CH3:51])[CH2:52][CH3:53])([CH3:54])[CH3:55].[Cl:57][CH2:58][Cl:59].[ClH:56].[NH2:1][c:2]1[cH:3][c:4]([C:5](=[O:6])[c:7]2[cH:8][n:9]([CH2:16][CH2:17][CH2:18][C:19](=[O:20])[OH:21])[c:10]3[cH:11][cH:12][cH:13][cH:14][c:15]23)[cH:22][cH:23][cH:24]1>>[NH:1]([c:2]1[cH:3][c:4]([C:5](=[O:6])[c:7]2[cH:8][n:9]([CH2:16][CH2:17][CH2:18][C:19](=[O:20])[OH:21])[c:10]3[cH:11][cH:12][cH:13][cH:14][c:15]23)[cH:22][cH:23][cH:24]1)[CH:35]([c:32]1[cH:31][cH:30][c:29]([CH2:25][CH:26]([CH3:27])[CH3:28])[cH:34][cH:33]1)[c:36]1[cH:37][cH:38][c:39]([CH2:42][CH:43]([CH3:44])[CH3:45])[cH:40][cH:41]1. The reactants are NC1=NC(=CC(=N1)N1CCC2(C[C@H](NC2)C(=O)OC(C)C)CC1)O[C@@H](C(F)(F)F)C1=C(C=C(C=C1)C1=CC(=C(C=C1)C)C)N1N=C(C=C1)C ((S)-isopropyl 8-(2-amino-6-((R)-1-(3′,4′-dimethyl-3-(3-methyl-1H-pyrazol-1-yl)-[1,1′-biphenyl]-4-yl)-2,2,2-trifluoroethoxy)pyrimidin-4-yl)-2,8-diazaspiro[4.5]decane-3-carboxylate), NC1=NC(=CC(=N1)N1CCC2(C[C@H](NC2)C(=O)O)CC1)O[C@@H](C(F)(F)F)C1=C(C=C(C=C1)C1=CC=C(C=C1)OC(C)C)N1N=C(C=C1)C ((S)-8-(2-amino-6-((R)-2,2,2-trifluoro-1-(4′-isopropoxy-3-(3-methyl-1H-pyrazol-1-yl)-[1,1′-biphenyl]-4-yl)ethoxy)pyrimidin-4-yl)-2,8-diazaspiro[4.5]decane-3-carboxylic acid). Product: NC1=NC(=CC(=N1)N1CCC2(C[C@H](NC2)C(=O)OC(C)C)CC1)O[C@@H](C(F)(F)F)C1=C(C=C(C=C1)C1=CC=C(C=C1)OC(C)C)N1N=C(C=C1)C ((S)-isopropyl 8-(2-amino-6-((R)-2,2,2-trifluoro-1-(4′-isopropoxy-3-(3-methyl-1H-pyrazol-1-yl)-[1,1′-biphenyl]-4-yl)ethoxy)pyrimidin-4-yl)-2,8-diazaspiro[4.5]decane-3-carboxylate). RXN SMILES: NC1N=[C:6](N2CCC3(CN[C@H](C(OC(C)C)=O)C3)CC2)[CH:5]=[C:4](O[C@H](C2C=CC(C3C=CC(C)=C(C)C=3)=CC=2N2C=CC(C)=N2)C(F)(F)F)N=1.[NH2:50][C:51]1[N:56]=[C:55]([N:57]2[CH2:69][CH2:68][C:60]3([CH2:64][NH:63][C@H:62]([C:65]([OH:67])=[O:66])[CH2:61]3)[CH2:59][CH2:58]2)[CH:54]=[C:53]([O:70][C@H:71]([C:76]2[CH:81]=[CH:80][C:79]([C:82]3[CH:87]=[CH:86][C:85]([O:88][CH:89]([CH3:91])[CH3:90])=[CH:84][CH:83]=3)=[CH:78][C:77]=2[N:92]2[CH:96]=[CH:95][C:94]([CH3:97])=[N:93]2)[C:72]([F:75])([F:74])[F:73])[N:52]=1>>[NH2:50][C:51]1[N:56]=[C:55]([N:57]2[CH2:69][CH2:68][C:60]3([CH2:64][NH:63][C@H:62]([C:65]([O:67][CH:5]([CH3:6])[CH3:4])=[O:66])[CH2:61]3)[CH2:59][CH2:58]2)[CH:54]=[C:53]([O:70][C@H:71]([C:76]2[CH:81]=[CH:80][C:79]([C:82]3[CH:87]=[CH:86][C:85]([O:88][CH:89]([CH3:91])[CH3:90])=[CH:84][CH:83]=3)=[CH:78][C:77]=2[N:92]2[CH:96]=[CH:95][C:94]([CH3:97])=[N:93]2)[C:72]([F:73])([F:74])[F:75])[N:52]=1. Reported procedure: The title compound was prepared as described for (S)-isopropyl 8-(2-amino-6-((R)-1-(3′,4′-dimethyl-3-(3-methyl-1H-pyrazol-1-yl)-[1,1′-biphenyl]-4-yl)-2,2,2-trifluoroethoxy)pyrimidin-4-yl)-2,8-diazaspiro[4.5]decane-3-carboxylate (Example 67a) starting with (S)-8-(2-amino-6-((R)-2,2,2-trifluoro-1-(4′-isopropoxy-3-(3-methyl-1H-pyrazol-1-yl)-[1,1′-biphenyl]-4-yl)ethoxy)pyrimidin-4-yl)-2,8-diazaspiro[4.5]decane-3-carboxylic acid (Example 11).